From a dataset of the Open Reaction Database (ORD), a public repository of structured organic reaction records. describe an organic reaction: reactants, conditions, products, and yield The reactants are O=C1C2CN(Cc3ccccc3)CC2C(=O)N1c1cc(Cl)cc(Cl)c1, CC(=O)O, O=[Pt]. The product is O=C1C2CNCC2C(=O)N1c1cc(Cl)cc(Cl)c1. As a reaction SMILES: [CH2:1]([c:2]1[cH:3][cH:4][cH:5][cH:6][cH:7]1)[N:8]1[CH2:9][CH:10]2[CH:11]([CH2:12]1)[C:13](=[O:25])[N:14]([c:17]1[cH:18][c:19]([Cl:24])[cH:20][c:21]([Cl:23])[cH:22]1)[C:15]2=[O:16].[CH3:26][C:27](=[O:28])[OH:29].[Pt:30]=[O:31]>>[NH:8]1[CH2:9][CH:10]2[CH:11]([CH2:12]1)[C:13](=[O:25])[N:14]([c:17]1[cH:18][c:19]([Cl:24])[cH:20][c:21]([Cl:23])[cH:22]1)[C:15]2=[O:16]. Starting materials: BrC=1C(=NC=CC1)C=O (3-bromo-2-formylpyridine), CNN (methylhydrazine). Run in C(C)O (ethanol). Conditions: temperature 80 celsius. Product: BrC=1C(=NC=CC1)C=NNC (N-[1-(3-Bromo-pyridin-2-yl)-methylidene]-N′-methyl-hydrazine). Yield: 99.1%. Reaction SMILES: [Br:1][C:2]1[C:3]([CH:8]=O)=[N:4][CH:5]=[CH:6][CH:7]=1.[CH3:10][NH:11][NH2:12]>C(O)C>[Br:1][C:2]1[C:3]([CH:8]=[N:12][NH:11][CH3:10])=[N:4][CH:5]=[CH:6][CH:7]=1. Reported procedure: 3-bromo-2-formylpyridine (5 g, 26.88 mmol) and methylhydrazine (1.70 mL, 32.25 mmol) are dissolved in ethanol (10 mL) and heated at 80° C. for 2 h. Volatiles are removed under reduced pressure and the residue is re-evaporated several times to give N-[1-(3-Bromo-pyridin-2-yl)-methylidene]-N′-methyl-hydrazine (5.70 g, 99%)